From a dataset of the Open Reaction Database (ORD), a public repository of structured organic reaction records. describe an organic reaction: reactants, conditions, products, and yield The reactants are BrC1=CC(=C(C(=C1)[N+](=O)[O-])N(C=O)CC1=CC2=C(N=C(S2)SC)C=C1)F (N-(4-bromo-2-fluoro-6-nitrophenyl)-N-((2-(methylthio)benzo[d]thiazol-6-yl)methyl)formamide), CC(=O)O (HOAc). The reagents and catalysts are [Fe] (iron). The solvent is CCO (EtOH). Conditions: temperature 80 celsius. Product: BrC1=CC2=C(N(C=N2)CC2=CC3=C(N=C(S3)SC)C=C2)C(=C1)F (6-((5-bromo-7-fluoro-1H-benzo[d]imidazol-1-yl)methyl)-2-(methylthio)benzo[d]thiazole). Yield: 0.0%. Reaction SMILES: [Br:1][C:2]1[CH:7]=[C:6]([N+:8]([O-])=O)[C:5]([N:11]([CH2:14][C:15]2[CH:25]=[CH:24][C:18]3[N:19]=[C:20]([S:22][CH3:23])[S:21][C:17]=3[CH:16]=2)[CH:12]=O)=[C:4]([F:26])[CH:3]=1.CC(O)=O>[Fe].CCO>[Br:1][C:2]1[CH:3]=[C:4]([F:26])[C:5]2[N:11]([CH2:14][C:15]3[CH:25]=[CH:24][C:18]4[N:19]=[C:20]([S:22][CH3:23])[S:21][C:17]=4[CH:16]=3)[CH:12]=[N:8][C:6]=2[CH:7]=1. Procedure details: To a stirred mixture of N-(4-bromo-2-fluoro-6-nitrophenyl)-N-((2-(methylthio)benzo[d]thiazol-6-yl)methyl)formamide (4.8 g, 10.55 mmol) from the previous step, HOAc (15 mL) and EtOH (50 mL) at rt was added portionwise iron powder (1.77 g, 31.65 mmol). The mixture was heated at 80° C. for 2.5 h. After cooling to rt, the mixture was partitioned between saturated aq NaHCO3 and a 10:1 mixture of EtOAc and MeOH. The biphasic mixture was filtered through Celite, and the layers of the filtrate were sepa... Starting materials: FC1=C(C=CC(=C1)C)NC1=C(N=NC2=CC(=C(C=C12)C1CCNCC1)OC)C(=O)N (4-(2-fluoro-4-methylphenylamino)-7-methoxy-6-(piperidin-4-yl)cinnoline-3-carboxamide), C(C)N(C(C)C)C(C)C (N-ethyldiisopropylamine), CS(=O)(=O)Cl (methanesulphonyl chloride). Solvent: C(Cl)Cl (CH2Cl2), CN(C)C=O (DMF), C(Cl)Cl (CH2Cl2). Conditions: time 1 hour. Yields the product FC1=C(C=CC(=C1)C)NC1=C(N=NC2=CC(=C(C=C12)C1CCN(CC1)S(=O)(=O)C)OC)C(=O)N (4-[(2-Fluoro-4-methylphenyl)amino]-7-methoxy-6-[1-(methylsulfonyl)piperidin-4-yl]cinnoline-3-carboxamide). Yield: 23.9%. RXN SMILES: [F:1][C:2]1[CH:7]=[C:6]([CH3:8])[CH:5]=[CH:4][C:3]=1[NH:9][C:10]1[C:19]2[C:14](=[CH:15][C:16]([O:26][CH3:27])=[C:17]([CH:20]3[CH2:25][CH2:24][NH:23][CH2:22][CH2:21]3)[CH:18]=2)[N:13]=[N:12][C:11]=1[C:28]([NH2:30])=[O:29].C(N(C(C)C)C(C)C)C.[CH3:40][S:41](Cl)(=[O:43])=[O:42]>C(Cl)Cl.CN(C=O)C>[F:1][C:2]1[CH:7]=[C:6]([CH3:8])[CH:5]=[CH:4][C:3]=1[NH:9][C:10]1[C:19]2[C:14](=[CH:15][C:16]([O:26][CH3:27])=[C:17]([CH:20]3[CH2:25][CH2:24][N:23]([S:41]([CH3:40])(=[O:43])=[O:42])[CH2:22][CH2:21]3)[CH:18]=2)[N:13]=[N:12][C:11]=1[C:28]([NH2:30])=[O:29]. Reported procedure: To a solution of 4-(2-fluoro-4-methylphenylamino)-7-methoxy-6-(piperidin-4-yl)cinnoline-3-carboxamide (Example 51, 0.1 g, 0.24 mmol) in CH2Cl2 (2.5 ml) and DMF (2.5 ml) was added N-ethyldiisopropylamine (0.127 ml, 0.73 mmol) and methanesulphonyl chloride (0.021 ml, 0.27 mmol). The reaction mixture was stirred at for 1 hour, diluted with CH2Cl2 and washed with water. The organic layer was concentrated under reduced pressure and the residue purified by reverse phase chromatography using 0.1% formi... The reactants are O=C1N(Cc2ccccc2)C2CSC(O)(CCCCC34CC5CC(C3)OC(O5)O4)C2N1Cc1ccccc1, Cc1ccccc1, Cc1ccc(S(=O)(=O)O)cc1. Product: O=C1N(Cc2ccccc2)C2CSC(=CCCCC34CC5CC(C3)OC(O5)O4)C2N1Cc1ccccc1. As a reaction SMILES: [CH2:1]([c:2]1[cH:3][cH:4][cH:5][cH:6][cH:7]1)[N:8]1[C:9](=[O:38])[N:10]([CH2:31][c:32]2[cH:33][cH:34][cH:35][cH:36][cH:37]2)[CH:11]2[CH:12]1[CH2:13][S:14][C:15]2([CH2:16][CH2:17][CH2:18][CH2:19][C:20]12[O:21][CH:22]3[O:23][CH:24]([CH2:25][CH:26]([CH2:27]1)[O:28]3)[CH2:29]2)[OH:30].[CH3:50][c:51]1[cH:52][cH:53][cH:54][cH:55][cH:56]1.[c:39]1([CH3:40])[cH:41][cH:42][c:43]([S:44]([OH:45])(=[O:46])=[O:47])[cH:48][cH:49]1>>[CH2:1]([c:2]1[cH:3][cH:4][cH:5][cH:6][cH:7]1)[N:8]1[C:9](=[O:38])[N:10]([CH2:31][c:32]2[cH:33][cH:34][cH:35][cH:36][cH:37]2)[CH:11]2[CH:12]1[CH2:13][S:14][C:15]2=[CH:16][CH2:17][CH2:18][CH2:19][C:20]12[O:21][CH:22]3[O:23][CH:24]([CH2:25][CH:26]([CH2:27]1)[O:28]3)[CH2:29]2. Starting materials: CCOC(=O)Cn1ccc2cc(Br)c(F)cc21, C1CCOC1, CC(C)C[AlH]CC(C)C, CCOCC. Product: OCCn1ccc2cc(Br)c(F)cc21. Reaction SMILES: [Br:10][c:11]1[cH:12][c:13]2[cH:14][cH:15][n:16]([CH2:21][C:22](=[O:23])[O:24][CH2:25][CH3:26])[c:17]2[cH:18][c:19]1[F:20].[CH2:32]1[O:33][CH2:34][CH2:35][CH2:36]1.[CH3:1][CH:2]([CH2:3][AlH:4][CH2:5][CH:6]([CH3:7])[CH3:8])[CH3:9].[CH3:27][CH2:28][O:29][CH2:30][CH3:31]>>[Br:10][c:11]1[cH:12][c:13]2[cH:14][cH:15][n:16]([CH2:21][CH2:22][OH:23])[c:17]2[cH:18][c:19]1[F:20]. Reactants: CC1=NNC=C1[N+](=O)[O-] (3-methyl-4-nitro-1H-pyrazole), CI (CH3I), C(=O)([O-])[O-].[K+].[K+] (K2CO3). The solvent is CN(C)C=O (DMF). Reaction conditions: temperature 60 celsius, time 8 hour. The product is CN1N=CC(=C1C)[N+](=O)[O-] (1,5-dimethyl-4-nitro-1H-pyrazole). The yield is 22.6%. RXN SMILES: [CH3:1][C:2]1[C:6]([N+:7]([O-:9])=[O:8])=[CH:5][NH:4][N:3]=1.CI.[C:12]([O-])([O-])=O.[K+].[K+]>CN(C=O)C>[CH3:12][N:3]1[C:2]([CH3:1])=[C:6]([N+:7]([O-:9])=[O:8])[CH:5]=[N:4]1 |f:2.3.4|. Reported procedure: To a solution of 3-methyl-4-nitro-1H-pyrazole (4.01 g, 31.6 mmol) in DMF (60 mL) were added CH3I (8.93 g, 63.0 mmol) and K2CO3 (8.73 g, 63.2 mmol). The reaction mixture was stirred at 60° C. in a sealed tube overnight and concentrated in vacuo. The residue was diluted with water (50 mL), and extracted with EtOAc (50 mL×3). The combined organic phases were washed with brine (50 mL), dried over anhydrous Na2SO4, filtered and concentrated in vacuo. The residue was purified by silica gel column chro... Starting materials: ClC1=NC2=C(C=C(C=C2C=C1C(=O)O)Cl)Cl (2,6,8-trichloroquinoline-3-carboxylic acid), N[C@@H](CC1=CC=CC=C1)C(=O)O (L-phenylalanine). Product: C(=O)(O)[C@H](CC1=CC=CC=C1)NC1=NC2=C(C=C(C=C2C=C1C(=O)O)Cl)Cl (2-((S)-1-Carboxy-2-phenyl-ethylamino)-6,8-dichloro-quinoline-3-carboxylic acid). Yield: 39.0%. RXN SMILES: Cl[C:2]1[C:11]([C:12]([OH:14])=[O:13])=[CH:10][C:9]2[C:4](=[C:5]([Cl:16])[CH:6]=[C:7]([Cl:15])[CH:8]=2)[N:3]=1.[NH2:17][C@H:18]([C:26]([OH:28])=[O:27])[CH2:19][C:20]1[CH:25]=[CH:24][CH:23]=[CH:22][CH:21]=1>>[C:26]([C@@H:18]([NH:17][C:2]1[C:11]([C:12]([OH:14])=[O:13])=[CH:10][C:9]2[C:4](=[C:5]([Cl:16])[CH:6]=[C:7]([Cl:15])[CH:8]=2)[N:3]=1)[CH2:19][C:20]1[CH:25]=[CH:24][CH:23]=[CH:22][CH:21]=1)([OH:28])=[O:27]. Procedure details: In close analogy to the procedure described in Example 1, 2,6,8-trichloroquinoline-3-carboxylic acid is reacted with L-phenylalanine to provide the title compound in 39% yield as yellow needles (recrystallization from EtOH). Starting materials: [I-].[Na+] (sodium iodide), NC1=C(C=CC(=C1)Cl)O (2-Amino-4-chlorophenol), N(=O)[O-].[Na+] (sodium nitrite). The solvent is O (water), Cl (hydrochloric acid), O (water). Run at temperature 0 celsius, time 30 minute. The product is ClC1=CC(=C(C=C1)O)I (4-chloro-2-iodophenol), solid. Isolated yield 99.0%. As a reaction SMILES: N[C:2]1[CH:7]=[C:6]([Cl:8])[CH:5]=[CH:4][C:3]=1[OH:9].N([O-])=O.[Na+].[I-:14].[Na+]>Cl.O>[Cl:8][C:6]1[CH:5]=[CH:4][C:3]([OH:9])=[C:2]([I:14])[CH:7]=1 |f:1.2,3.4|. Reported procedure: 2-Amino-4-chlorophenol (50 g, 0.35 mol) was dissolved in 500 ml of 2.5 N hydrochloric acid, to which an aqueous solution of 25.25 g (0.37 mol) of sodium nitrite in 50 ml of water was gradually added dropwise with cooling at 0° C. After stirring for 30 minutes, the reaction mixture was confirmed to show "positive" in an iodostarch reaction and an aqueous solution of 70 g (0.42 mol) of sodium iodide in 100 ml of water was added slowly. The temperature of the reaction mixture was allowed to rise to... Yields the product BrC1=CC=NC2=C(C=C(C(=C12)C)[N+](=O)[O-])C (4-bromo-5,8-dimethyl-6-nitroquinoline). Run in C1(=CC=CC=C1)C (toluene). Reported procedure: A mixture of 5,8-dimethyl-6-nitro-4-quinolone (7.12 g, 32.7 mmol), phosphorus oxybromide (7.47 g, 26.12 mmol), pyridine (5.3 mL), and toluene (90 mL) is heated at 90° C. for 6 hours. The mixture is filtered hot, and the solid is washed with water and methylene chloride. The filtrate is extracted with methylene chloride (3×100 mL), and the combined organic layers are dried (sodium sulfate) and evaporated to afford 4-bromo-5,8-dimethyl-6-nitroquinoline. Conditions: temperature 90 celsius. Starting materials: CC1=C2C(CC=NC2=C(C=C1[N+](=O)[O-])C)=O (5,8-dimethyl-6-nitro-4-quinolone), P(=O)(Br)(Br)Br (phosphorus oxybromide), N1=CC=CC=C1 (pyridine). Reaction SMILES: [CH3:1][C:2]1[C:11]([N+:12]([O-:14])=[O:13])=[CH:10][C:9]([CH3:15])=[C:8]2[C:3]=1[C:4](=O)[CH2:5][CH:6]=[N:7]2.P(Br)(Br)([Br:19])=O.N1C=CC=CC=1>C1(C)C=CC=CC=1>[Br:19][C:4]1[C:3]2[C:8](=[C:9]([CH3:15])[CH:10]=[C:11]([N+:12]([O-:14])=[O:13])[C:2]=2[CH3:1])[N:7]=[CH:6][CH:5]=1. The reactants are O=C(CBr)c1ccc(Cl)cc1, C[S-], CCOCC, [Na+], C1CCOC1. RXN SMILES: [Br:1][CH2:2][C:3](=[O:4])[c:5]1[cH:6][cH:7][c:8]([Cl:11])[cH:9][cH:10]1.[CH3:12][S-:13].[CH3:20][CH2:21][O:22][CH2:23][CH3:24].[Na+:14].[O:15]1[CH2:16][CH2:17][CH2:18][CH2:19]1>>[CH2:2]([C:3](=[O:4])[c:5]1[cH:6][cH:7][c:8]([Cl:11])[cH:9][cH:10]1)[S:13][CH3:12]. The product is CSCC(=O)c1ccc(Cl)cc1.